This data is from the Open Reaction Database (ORD), a public repository of structured organic reaction records. The task is: describe an organic reaction: reactants, conditions, products, and yield The reactants are C(C)(C)(C)OC(=O)N1C=C(C=2C1=C(N=CC2C(=O)N2CCOCC2)Cl)C (7-chloro-3-methyl-4-(1-morpholin-4-yl-methanoyl)-pyrrolo[2,3-c]pyridine-1-carboxylic acid tert-butyl ester), N1CCOCC1 (morpholine), CS(=O)(=O)O (methanesulfonic acid). Solvent: O1CCOCC1 (1,4-dioxane), CO (methanol). Conditions: temperature 180 celsius. The product is Cl.CC1=CNC2=C(N=CC(=C21)C(=O)N2CCOCC2)N2CCOCC2 (1-(3-Methyl-7-morpholin-4-yl-1H-pyrrolo[2,3-c]pyridin-4-yl)-1-morpholin-4-yl-methanone hydrochloride salt). Reaction SMILES: C(OC([N:8]1[C:12]2=[C:13]([Cl:25])[N:14]=[CH:15][C:16]([C:17]([N:19]3[CH2:24][CH2:23][O:22][CH2:21][CH2:20]3)=[O:18])=[C:11]2[C:10]([CH3:26])=[CH:9]1)=O)(C)(C)C.[NH:27]1[CH2:32][CH2:31][O:30][CH2:29][CH2:28]1.CS(O)(=O)=O>O1CCOCC1.CO>[ClH:25].[CH3:26][C:10]1[C:11]2[C:12](=[C:13]([N:27]3[CH2:32][CH2:31][O:30][CH2:29][CH2:28]3)[N:14]=[CH:15][C:16]=2[C:17]([N:19]2[CH2:20][CH2:21][O:22][CH2:23][CH2:24]2)=[O:18])[NH:8][CH:9]=1 |f:5.6|. Procedure: A mixture of 7-chloro-3-methyl-4-(1-morpholin-4-yl-methanoyl)-pyrrolo[2,3-c]pyridine-1-carboxylic acid tert-butyl ester (70 mg), morpholine (64 μl), and methanesulfonic acid (48 μl) in 1,4-dioxane (1 ml) was heated under microwave conditions at 180° C. for 30 minutes. The solid mass obtained was dissolved in methanol, transferred to a round bottom flask and evaporated. The residue was dissolved in dichloromethane (40 ml) and washed with 5% sodium hydrogen carbonate solution (4 ml). The organic l... Starting materials: O1CCCC1 (tetrahydrofuran), O(C1=CC=CC=C1)C(=O)C1=CC=CC=2NN=NC21 (phenoxycarbonylbenzotriazole), C(OC(Cl)(Cl)Cl)(OC(Cl)(Cl)Cl)=O (bis(trichloromethyl) carbonate), resultant solution. The solvent is C(C)(=O)OCC (ethyl acetate). Conditions: time 1 hour. The product is C(N)(=O)Cl (carbamoyl chloride), O(C1=CC=CC=C1)C(=O)C1=CC=CC=2NN=NC21 (phenoxycarbonylbenzotriazole). Yield: 292.5%. As a reaction SMILES: O1CCCC1.[O:6]([C:13]([C:15]1[C:23]2[N:22]=[N:21][NH:20][C:19]=2[CH:18]=[CH:17][CH:16]=1)=[O:14])[C:7]1[CH:12]=[CH:11][CH:10]=[CH:9][CH:8]=1.C(=O)(OC(Cl)(Cl)Cl)[O:25][C:26]([Cl:29])(Cl)Cl>C(OCC)(=O)C>[C:26]([Cl:29])(=[O:25])[NH2:20].[O:6]([C:13]([C:15]1[C:23]2[N:22]=[N:21][NH:20][C:19]=2[CH:18]=[CH:17][CH:16]=1)=[O:14])[C:7]1[CH:8]=[CH:9][CH:10]=[CH:11][CH:12]=1. Reported procedure: A tetrahydrofuran (75 mL) solution of phenoxycarbonylbenzotriazole (19.1 g) was dropped into an ethyl acetate solution (100 mL) of bis(trichloromethyl) carbonate (9.5 g) at 10° C. The resultant solution was stirred at 40° C. for 3 hrs. After the solvent was distilled away at reduced pressure, 200 mL of hexane were added to the concentrated residue, and the material was stirred for 1 hr. The crystals were filtered out and dried to obtain carbamoyl chloride of phenoxycarbonylbenzotriazole (to be a... The yield is 52.7%. Procedure: 2-[(R)-2-(5-chloro-7-cyclopentylamino-1H-indol-2-yl)-4,5-dihydro-thiazol-4-yl]-ethanol (81 mg, 0.11 mmol) prepared in Example 5 was dissolved in tetrahydrofuran (4 mL). Iodine (13.2 mg, 0.11 mmol) and imidazole (9.7 mg, 0.14 mmol) were added thereto, and the mixture was stirred for 2 h at room temperature. After completion of the reaction, the reaction mixture was filtered to remove solid moiety. The solvent was removed under reduced pressure, and tetrahydrofuran (4 mL) was added to the residue.... Product: ClC=1C=C2C=C(NC2=C(C1)NC1CCCC1)C=1SC[C@H](N1)CCN1N=CC=C1 ({5-Chloro-2-[(R)-4-(2-pyrazol-1-yl-ethyl)-4,5-dihydro-thiazol-2-yl]-1H-indol-7-yl}-cyclopentyl-amine). As a reaction SMILES: [Cl:1][C:2]1[CH:3]=[C:4]2[C:8](=[C:9]([NH:11][CH:12]3[CH2:16][CH2:15][CH2:14][CH2:13]3)[CH:10]=1)[NH:7][C:6]([C:17]1[S:18][CH2:19][C@@H:20]([CH2:22][CH2:23]O)[N:21]=1)=[CH:5]2.II.N1C=CN=C1.[NH:32]1[CH:36]=[CH:35][CH:34]=[N:33]1.[H-].[Na+]>O1CCCC1>[Cl:1][C:2]1[CH:3]=[C:4]2[C:8](=[C:9]([NH:11][CH:12]3[CH2:16][CH2:15][CH2:14][CH2:13]3)[CH:10]=1)[NH:7][C:6]([C:17]1[S:18][CH2:19][C@@H:20]([CH2:22][CH2:23][N:32]3[CH:36]=[CH:35][CH:34]=[N:33]3)[N:21]=1)=[CH:5]2 |f:4.5|. Conditions: time 2 hour. The reactants are ClC=1C=C2C=C(NC2=C(C1)NC1CCCC1)C=1SC[C@H](N1)CCO (2-[(R)-2-(5-chloro-7-cyclopentylamino-1H-indol-2-yl)-4,5-dihydro-thiazol-4-yl]-ethanol), N1N=CC=C1 (Pyrazole), [H-].[Na+] (sodium hydride), II (Iodine), N1C=NC=C1 (imidazole). Run in O1CCCC1 (tetrahydrofuran). The reactants are C(C)S(=O)(=O)N1CCC(CC1)C1=CNC2=C(C=C(C=C12)C1=CSC(=C1)C=O)C(=O)N (3-[1-(ethylsulfonyl)-4-piperidinyl]-5-(5-formyl-3-thienyl)-1H-indole-7-carboxamide), CC1NCCC1 (2-methylpyrrolidine), C(C)(=O)O[BH-](OC(C)=O)OC(C)=O.[Na+] (sodium triacetoxyborohydride). Reagents/catalysts: C(C)(=O)O (acetic acid). Run in CS(=O)C (dimethyl sulfoxide). Reaction conditions: time 6 hour. Yields the product C(C)S(=O)(=O)N1CCC(CC1)C1=CNC2=C(C=C(C=C12)C1=CSC(=C1)CN1[C@@H](CCC1)C)C(=O)N (3-[1-(ethylsulfonyl)-4-piperidinyl]-5-(5-{[(2R)-2-methyl-1-pyrrolidinyl]methyl}-3-thienyl)-1H-indole-7-carboxamide). RXN SMILES: [CH2:1]([S:3]([N:6]1[CH2:11][CH2:10][CH:9]([C:12]2[C:20]3[C:15](=[C:16]([C:28]([NH2:30])=[O:29])[CH:17]=[C:18]([C:21]4[CH:25]=[C:24]([CH:26]=O)[S:23][CH:22]=4)[CH:19]=3)[NH:14][CH:13]=2)[CH2:8][CH2:7]1)(=[O:5])=[O:4])[CH3:2].[CH3:31][CH:32]1[CH2:36][CH2:35][CH2:34][NH:33]1.C(O[BH-](OC(=O)C)OC(=O)C)(=O)C.[Na+]>CS(C)=O.C(O)(=O)C>[CH2:1]([S:3]([N:6]1[CH2:11][CH2:10][CH:9]([C:12]2[C:20]3[C:15](=[C:16]([C:28]([NH2:30])=[O:29])[CH:17]=[C:18]([C:21]4[CH:25]=[C:24]([CH2:26][N:33]5[CH2:34][CH2:35][CH2:36][C@H:32]5[CH3:31])[S:23][CH:22]=4)[CH:19]=3)[NH:14][CH:13]=2)[CH2:8][CH2:7]1)(=[O:4])=[O:5])[CH3:2] |f:2.3|. Reported procedure: To a solution of 3-[1-(ethylsulfonyl)-4-piperidinyl]-5-(5-formyl-3-thienyl)-1H-indole-7-carboxamide (600 mg, 1.35 mmol) in dimethyl sulfoxide (10 mL) was added of 20 drops of acetic acid and 2-methylpyrrolidine (1.37 mL, 13.5 mmol). The resulting mixture was stirred at room temperature for 6 h followed by an addition of sodium triacetoxyborohydride (2.86 g, 13.5 mmol). The reaction was stirred at room temperature overnight then purified by Gilson Preparatory HPLC. This compound was then separate...